This data is from the Open Reaction Database (ORD), a public repository of structured organic reaction records. The task is: describe an organic reaction: reactants, conditions, products, and yield The reactants are FC(C(=O)N1C(O[C@@H]([C@H]1CF)C1=CC=C(C=C1)B1OC(C(O1)(C)C)(C)C)(C)C)F (2,2-difluoro-1-((4S,5R)-4-(fluoromethyl)-2,2-dimethyl-5-(4-(4,4,5,5-tetramethyl-1,3,2-dioxaborolan-2-yl)phenyl)oxazolidin-3-yl)ethanone), BrC=1C=CC(=NC1)C(C)NC(OCC1=CC=CC=C1)=O (benzyl (1-(5-bromopyridin-2-yl)ethyl)carbamate), C([O-])([O-])=O.[Na+].[Na+] (sodium carbonate), ClCCl (dichloromethane). Run in O1CCOCC1 (dioxane), O (water), O (water). Reaction conditions: temperature 80 celsius. Yields the product FC(C(=O)N1C(O[C@@H]([C@H]1CF)C1=CC=C(C=C1)C=1C=CC(=NC1)C(C)NC(OCC1=CC=CC=C1)=O)(C)C)F (benzyl (1-(5-(4-((4S,5R)-3-(2,2-difluoroacetyl)-4-(fluoromethyl)-2,2-dimethyloxazolidin-5-yl)phenyl)pyridin-2-yl)ethyl)carbamate). Reaction SMILES: [F:1][CH:2]([F:29])[C:3]([N:5]1[C@H:9]([CH2:10][F:11])[C@@H:8]([C:12]2[CH:17]=[CH:16][C:15](B3OC(C)(C)C(C)(C)O3)=[CH:14][CH:13]=2)[O:7][C:6]1([CH3:28])[CH3:27])=[O:4].Br[C:31]1[CH:32]=[CH:33][C:34]([CH:37]([NH:39][C:40](=[O:49])[O:41][CH2:42][C:43]2[CH:48]=[CH:47][CH:46]=[CH:45][CH:44]=2)[CH3:38])=[N:35][CH:36]=1.C(=O)([O-])[O-].[Na+].[Na+].ClCCl>O1CCOCC1.O>[F:29][CH:2]([F:1])[C:3]([N:5]1[C@H:9]([CH2:10][F:11])[C@@H:8]([C:12]2[CH:17]=[CH:16][C:15]([C:31]3[CH:32]=[CH:33][C:34]([CH:37]([NH:39][C:40](=[O:49])[O:41][CH2:42][C:43]4[CH:48]=[CH:47][CH:46]=[CH:45][CH:44]=4)[CH3:38])=[N:35][CH:36]=3)=[CH:14][CH:13]=2)[O:7][C:6]1([CH3:28])[CH3:27])=[O:4] |f:2.3.4|. Reported procedure: A mixture of the product of Example 22, Step 3, benzyl (1-(5-bromopyridin-2-yl)ethyl)carbamate, 2.0M sodium carbonate in water (3.1 mL, 6.2 mmol) in dioxane is degassed with nitrogen. 1,1′-bis(diphenylphosphino)ferrocene dichloropalladium(ii) complex with dichloromethane (169 mg, 0.21 mmol) is added and the mixture heated to 80° C. overnight. After cooling to room temperature the reaction mixture is diluted with water (25 mL) and extracted with ethylacetate. The organic phase is separated, dried...